From a dataset of the Open Reaction Database (ORD), a public repository of structured organic reaction records. describe an organic reaction: reactants, conditions, products, and yield Starting materials: CCOC(=O)c1cc2cc(O)c(Br)cc2[nH]1, CC(C)N1CCC(O)CC1, CC(C)(C)OC(=O)N=NC(=O)OC(C)(C)C, C1CCOC1, c1ccc(P(c2ccccc2)c2ccccc2)cc1. Yields the product CCOC(=O)c1cc2cc(OC3CCN(C(C)C)CC3)c(Br)cc2[nH]1. Reaction SMILES: [CH2:1]([CH3:2])[O:3][C:4](=[O:5])[c:6]1[nH:7][c:8]2[cH:9][c:10]([Br:16])[c:11]([OH:15])[cH:12][c:13]2[cH:14]1.[CH:17]([CH3:18])([CH3:19])[N:20]1[CH2:21][CH2:22][CH:23]([OH:26])[CH2:24][CH2:25]1.[N:46]([C:47]([O:48][C:49]([CH3:50])([CH3:51])[CH3:52])=[O:53])=[N:54][C:55]([O:56][C:57]([CH3:58])([CH3:59])[CH3:60])=[O:61].[O:62]1[CH2:63][CH2:64][CH2:65][CH2:66]1.[c:27]1([P:28]([c:29]2[cH:30][cH:31][cH:32][cH:33][cH:34]2)[c:35]2[cH:36][cH:37][cH:38][cH:39][cH:40]2)[cH:41][cH:42][cH:43][cH:44][cH:45]1>>[CH2:1]([CH3:2])[O:3][C:4](=[O:5])[c:6]1[nH:7][c:8]2[cH:9][c:10]([Br:16])[c:11]([O:15][CH:23]3[CH2:22][CH2:21][N:20]([CH:17]([CH3:18])[CH3:19])[CH2:25][CH2:24]3)[cH:12][c:13]2[cH:14]1. The reactants are C1CCOC1, COC(=O)c1cc2[nH]cnc2c(F)c1Nc1ccccc1Cl, CO, O=C1CCC(=O)N1Br. Yields the product COC(=O)c1cc2[nH]cnc2c(F)c1Nc1ccc(Br)cc1Cl. Reaction SMILES: [CH2:31]1[O:32][CH2:33][CH2:34][CH2:35]1.[CH3:1][O:2][C:3](=[O:4])[c:5]1[cH:6][c:7]2[c:8]([n:9][cH:10][nH:11]2)[c:12]([F:22])[c:13]1[NH:14][c:15]1[c:16]([Cl:21])[cH:17][cH:18][cH:19][cH:20]1.[CH3:36][OH:37].[O:23]=[C:24]1[N:25]([Br:30])[C:26](=[O:27])[CH2:28][CH2:29]1>>[CH3:1][O:2][C:3](=[O:4])[c:5]1[cH:6][c:7]2[c:8]([n:9][cH:10][nH:11]2)[c:12]([F:22])[c:13]1[NH:14][c:15]1[c:16]([Cl:21])[cH:17][c:18]([Br:30])[cH:19][cH:20]1.